Dataset: the Open Reaction Database (ORD), a public repository of structured organic reaction records. Task: describe an organic reaction: reactants, conditions, products, and yield The product is ClC1=NC(=NC2=C(C=CC=C12)C(=O)OC)C (Methyl 4-chloro-2-methylquinazoline-8-carboxylate). The yield is 62.0%. Run in CC#N (CH3CN), O (water). The reagents and catalysts are [Cl-].C(C1=CC=CC=C1)[N+](CC)(CC)CC (benzyltriethylammonium chloride). Reaction SMILES: [CH3:1][C:2]1[NH:11][C:10](=O)[C:9]2[C:4](=[C:5]([C:13]([O:15][CH3:16])=[O:14])[CH:6]=[CH:7][CH:8]=2)[N:3]=1.CCN(C(C)C)C(C)C.O=P(Cl)(Cl)[Cl:28].[OH-].[Na+]>[Cl-].C([N+](CC)(CC)CC)C1C=CC=CC=1.CC#N.O>[Cl:28][C:10]1[C:9]2[C:4](=[C:5]([C:13]([O:15][CH3:16])=[O:14])[CH:6]=[CH:7][CH:8]=2)[N:3]=[C:2]([CH3:1])[N:11]=1 |f:3.4,5.6|. Starting materials: CC1=NC2=C(C=CC=C2C(N1)=O)C(=O)OC (methyl 2-methyl-4-oxo-3,4-dihydroquinazoline-8-carboxylate), [OH-].[Na+] (NaOH), CCN(C(C)C)C(C)C (DIEA), O=P(Cl)(Cl)Cl (POCl3). Procedure details: A suspension of methyl 2-methyl-4-oxo-3,4-dihydroquinazoline-8-carboxylate (2.00 g; 9.17 mmol; 1.00 eq.) and benzyltriethylammonium chloride (4.18 g, 18.33 mmol) in dry CH3CN (5 mL) was treated with DIEA (1.75 mL, 10.1 mmol) and stirred as POCl3 (7.3 mL, 80.2 mmol) was slowly added to the flask. The contents were warmed to 90° C. for 30 min, cooled to ˜50° C., and slowly poured into a 2N NaOH (80 mL, 160 mmol) and water (80 mL) that was cooling in an acetone/dry-ice bath (ice formed in the flask... Run at temperature 90 celsius. Reactants: C[C@]1([C@H](CCC1)NC(=O)C1=NC=CC=C1N1N=CC=N1)NC1=NC=C(N=C1)C(F)(F)F (N-[(1S,2S)-2-Methyl-2-{[5-(trifluoromethyl)pyrazin-2-yl]amino}cyclopentyl]-3-(2H-1,2,3-triazol-2-yl)pyridine-2-carboxamide), ClC=1C=CC(=C(C(=O)O)C1)N1N=CC=N1 (5-chloro-2-(2H-1,2,3-triazol-2-yl)benzoic acid), ClC=1C=CC(=C(C(=O)O)C1)N1N=CC=N1 (5-chloro-2-(2H-1,2,3-triazol-2-yl)benzoic acid), C[C@]1([C@H](CCC1)N)NC1=NC=C(N=C1)C(F)(F)F ((1S,2S)-1-methyl-1-N-[5-(trifluoromethyl)pyrazin-2-yl]cyclopentane-1,2-diamine), C[C@]1([C@H](CCC1)N)NC1=NC=C(N=C1)C(F)(F)F ((1S,2S)-1-methyl-1-N-[5-(trifluoromethyl)pyrazin-2-yl]cyclopentane-1,2-diamine). The product is ClC=1C=CC(=C(C(=O)N[C@@H]2[C@](CCC2)(NC2=NC=C(N=C2)C(F)(F)F)C)C1)N1N=CC=N1 (5-Chloro-N-[(1S,2S)-2-methyl-2-{[5-(trifluoromethyl)pyrazin-2-yl]amino}cyclopentyl]-2-(2H-1,2,3-triazol-2-yl)benzamide). Reaction SMILES: C[C@]1(NC2C=NC(C(F)(F)F)=CN=2)CCC[C@@H]1NC(C1C(N2N=CC=N2)=CC=CN=1)=O.[CH3:32][C@:33]1([NH:39][C:40]2[CH:45]=[N:44][C:43]([C:46]([F:49])([F:48])[F:47])=[CH:42][N:41]=2)[CH2:37][CH2:36][CH2:35][C@@H:34]1[NH2:38].[Cl:50][C:51]1[CH:52]=[CH:53][C:54]([N:60]2[N:64]=[CH:63][CH:62]=[N:61]2)=[C:55]([CH:59]=1)[C:56](O)=[O:57]>>[Cl:50][C:51]1[CH:52]=[CH:53][C:54]([N:60]2[N:64]=[CH:63][CH:62]=[N:61]2)=[C:55]([CH:59]=1)[C:56]([NH:38][C@H:34]1[CH2:35][CH2:36][CH2:37][C@:33]1([CH3:32])[NH:39][C:40]1[CH:45]=[N:44][C:43]([C:46]([F:49])([F:47])[F:48])=[CH:42][N:41]=1)=[O:57]. Reported procedure: Prepared according to the procedure for N-[(1S,2S)-2-methyl-2-{[5-(trifluoromethyl)pyrazin-2-yl]amino}cyclopentyl]-3-(2H-1,2,3-triazol-2-yl)pyridine-2-carboxamide (Example 77) from (1S,2S)-1-methyl-1-N-[5-(trifluoromethyl)pyrazin-2-yl]cyclopentane-1,2-diamine (Intermediate 25; 90 mg, 0.35 mmol) and 5-chloro-2-(2H-1,2,3-triazol-2-yl)benzoic acid (Intermediate 38a; CAS number 1293284-54-4; 93 mg, 0.42 mmol) except this was purified by column chromatography (silica, 0-50% ethyl acetate/petrol) foll...